Dataset: the Open Reaction Database (ORD), a public repository of structured organic reaction records. Task: describe an organic reaction: reactants, conditions, products, and yield The reactants are BrC=1C=C2C=NNC2=CC1 (5-bromo-1H-indazole), BrCCCCl (1-bromo-3-chloropropane), C(=O)([O-])[O-].[K+].[K+] (K2CO3). Solvent: CS(=O)C (DMSO), C(Cl)Cl (methylene chloride). Reaction conditions: time 72 hour. Product: BrC=1C=C2C=NN(C2=CC1)CCCCl (5-Bromo-1-(3-chloropropyl)-1H-indazole). Yield: 52.2%. RXN SMILES: [Br:1][C:2]1[CH:3]=[C:4]2[C:8](=[CH:9][CH:10]=1)[NH:7][N:6]=[CH:5]2.Br[CH2:12][CH2:13][CH2:14][Cl:15].C([O-])([O-])=O.[K+].[K+]>CS(C)=O.C(Cl)Cl>[Br:1][C:2]1[CH:3]=[C:4]2[C:8](=[CH:9][CH:10]=1)[N:7]([CH2:12][CH2:13][CH2:14][Cl:15])[N:6]=[CH:5]2 |f:2.3.4|. Reported procedure: To a solution of 5-bromo-1H-indazole (3.0 g, 15 mmol) in DMSO (15 mL) was added 1-bromo-3-chloropropane (2.0 mL, 20 mmol) and K2CO3 (6.33 g, 45.9 mmol). The reaction was stirred at room temperature for 72 h; then the reaction was diluted with methylene chloride (100 mL) and washed with a 5% LiCl solution (4×). The organics were washed with brine (50 mL), dried (Na2SO4), filtered, and concentrated. Purification by flash chromatography (40 g ISCO column, hexanes/EtOAc, 95:5 to 65:35) gave the titl... Reactants: Fc1cc(Cl)ccc1Br, C1CCOC1, CC(C)[N-]C(C)C, CSSC, [Li+]. The product is CSc1c(Cl)ccc(Br)c1F. Reaction SMILES: [Br:1][c:2]1[c:3]([F:9])[cH:4][c:5]([Cl:8])[cH:6][cH:7]1.[CH2:22]1[O:23][CH2:24][CH2:25][CH2:26]1.[CH3:11][CH:12]([N-:13][CH:14]([CH3:15])[CH3:16])[CH3:17].[CH3:18][S:19][S:20][CH3:21].[Li+:10]>>[Br:1][c:2]1[c:3]([F:9])[c:4]([S:19][CH3:18])[c:5]([Cl:8])[cH:6][cH:7]1. Reactants: CC(C)(C)[Si](Cl)(c1ccccc1)c1ccccc1, ClCCl, COC1CCC(CS(=O)(=O)C(C)(C)C(=O)Nc2cc(C(C)(C)CO)no2)CC1. The product is COC1CCC(CS(=O)(=O)C(C)(C)C(=O)Nc2cc(C(C)(C)CO[Si](c3ccccc3)(c3ccccc3)C(C)(C)C)no2)CC1. As a reaction SMILES: [C:29]([CH3:30])([CH3:31])([CH3:32])[Si:33]([c:34]1[cH:35][cH:36][cH:37][cH:38][cH:39]1)([c:40]1[cH:41][cH:42][cH:43][cH:44][cH:45]1)[Cl:46].[Cl:47][CH2:48][Cl:49].[OH:1][CH2:2][C:3]([CH3:4])([CH3:5])[c:6]1[n:7][o:8][c:9]([NH:11][C:12]([C:13]([CH3:14])([CH3:15])[S:16](=[O:17])(=[O:18])[CH2:19][CH:20]2[CH2:21][CH2:22][CH:23]([O:26][CH3:27])[CH2:24][CH2:25]2)=[O:28])[cH:10]1>>[O:1]([CH2:2][C:3]([CH3:4])([CH3:5])[c:6]1[n:7][o:8][c:9]([NH:11][C:12]([C:13]([CH3:14])([CH3:15])[S:16](=[O:17])(=[O:18])[CH2:19][CH:20]2[CH2:21][CH2:22][CH:23]([O:26][CH3:27])[CH2:24][CH2:25]2)=[O:28])[cH:10]1)[Si:33]([C:29]([CH3:30])([CH3:31])[CH3:32])([c:34]1[cH:35][cH:36][cH:37][cH:38][cH:39]1)[c:40]1[cH:41][cH:42][cH:43][cH:44][cH:45]1.